From a dataset of the Open Reaction Database (ORD), a public repository of structured organic reaction records. describe an organic reaction: reactants, conditions, products, and yield Reactants: C(#N)C=1C=CC2=C([C@H]([C@@H](C(O2)(C)C)O)N(C(=O)N)C2=CC=NC=C2)C1 ((trans)-1-(6-Cyano-3,4-dihydro-3-hydroxy-2,2-dimethyl-2H-1-benzopyran-4-yl)-(4-pyridinyl)urea), C(C1=CC=CC=C1)N=C=O (benzyl isocyanate). The solvent is C(C)O (ethanol). Yields the product C(#N)C=1C=CC2=C(C(CC(O2)(C)C)NC(=O)NCC2=CC=CC=C2)C1 (6-Cyano-3.4-dihydro-2,2-dimethyl-2H-1-benzopyran-4-yl-N'-(phenylmethyl)urea). Isolated yield 89.7%. RXN SMILES: [C:1]([C:3]1[CH:4]=[CH:5][C:6]2[O:11][C:10]([CH3:13])([CH3:12])[C@@H:9](O)[C@H:8]([N:15](C3C=CN=CC=3)[C:16]([NH2:18])=[O:17])[C:7]=2[CH:25]=1)#[N:2].[CH2:26](N=C=O)[C:27]1[CH:32]=[CH:31][CH:30]=[CH:29][CH:28]=1>C(O)C>[C:1]([C:3]1[CH:4]=[CH:5][C:6]2[O:11][C:10]([CH3:12])([CH3:13])[CH2:9][CH:8]([NH:15][C:16]([NH:18][CH2:26][C:27]3[CH:32]=[CH:31][CH:30]=[CH:29][CH:28]=3)=[O:17])[C:7]=2[CH:25]=1)#[N:2]. Procedure details: A solution of (-)-4-amino-6-cyano-3,4-dihydro-2,2-dimethyl-2H-1-benzopyran (2.0 g, 9.9 mmole, from Example 19, part B) and benzyl isocyanate (1.32 g, 9.9 mmole) in ethanol (15 ml) under argon was heated at reflux for two hours. The solvent ws recovered under vacuum and the crude product was triturated with isopropyl ether to obtain 2.98 g (89.7%) of the title compound as a pure white solid. m.p.=140°-141° C., [a]D25DMF=-41.2°. 1H NMR (DMSO-d6) δ7.59 (s, 1H), 7.56 (d, J=1.76 Hz, 1H), 7,38-7.22 (m... Reactants: C(C)OC(=O)C1=NC=CC=C1OCC(=O)OCC (Ethyl 2-(2-Ethoxycarbonyl-3-pyridyloxy)acetate), [O-]CC.[Na+] (sodium ethoxide). Run in C1(=CC=CC=C1)C (toluene). Yields the product O1CC(C2=C1C=CC=C2)=O (1-Benzofuran-3(2H)-one). Isolated yield 62.1%. RXN SMILES: C(O[C:4]([C:6]1[C:11]([O:12][CH2:13][C:14]([O:16]CC)=O)=[CH:10][CH:9]=[CH:8]N=1)=O)C.[O-]CC.[Na+]>C1(C)C=CC=CC=1>[O:12]1[C:11]2[CH:10]=[CH:9][CH:8]=[CH:4][C:6]=2[C:14](=[O:16])[CH2:13]1 |f:1.2|. Reported procedure: To a stirred solution of 1.0 g (4.2 mmol) of the title compound from Step B in 30 ml toluene was added 2.9 g (9.2 mmol) of 21% sodium ethoxide. The reaction was refluxed overnight. After cooling down to RT, the reaction was filtered and the solid was collected. The solid was then dissolved in 20 ml water, and acidified by acetic acid. The solid was filtered and washed with dichloromethane and dried. The solid was added to 30 ml of 10% HCl aqueous solution and refluxed for 3 hr. Then HCl was evap...